Task: describe an organic reaction: reactants, conditions, products, and yield. Dataset: the Open Reaction Database (ORD), a public repository of structured organic reaction records Starting materials: C1(=CC=CC=C1)C1(SCCCS1)CC1=COC=C1 (3-(2-Phenyl-[1,3]dithian-2-ylmethyl)-furan), CO.O (methanol water), CO.O (methanol water). Reagents/catalysts: Cl[Hg]Cl (HgCl2). The product is O1C=C(C=C1)CC(=O)C1=CC=CC=C1 (2-Furan-3-yl-1-phenyl-ethanone). As a reaction SMILES: [C:1]1([C:7]2([CH2:13][C:14]3[CH:18]=[CH:17][O:16][CH:15]=3)SCCCS2)[CH:6]=[CH:5][CH:4]=[CH:3][CH:2]=1.C[OH:20].O>Cl[Hg]Cl>[O:16]1[CH:17]=[CH:18][C:14]([CH2:13][C:7]([C:1]2[CH:6]=[CH:5][CH:4]=[CH:3][CH:2]=2)=[O:20])=[CH:15]1 |f:1.2|. Reported procedure: 3-(2-Phenyl-[1,3]dithian-2-ylmethyl)-furan (11.5 g, 41 mmol) was suspended in 9:1 methanol/water (v/v) (150 mL) with slight heating. A solution of HgCl2 (22.3 g, 82 mmol) in methanol/water (50 mL) and solid HgO (8.0 g, 36.9 mmol) was added, and the mixture was heated at reflux under a nitrogen atmosphere for 6-7 h. The reaction mixture was filtered through celite to remove solids, and then concentrated. The resulting aqueous mixture was extracted with ethyl acetate, the combined organic extracts...